This data is from the Open Reaction Database (ORD), a public repository of structured organic reaction records. The task is: describe an organic reaction: reactants, conditions, products, and yield Starting materials: C(=O)(OC(C)C)NC1=C(C(=O)O)C=CC(=C1)[N+](=O)[O-] (2-carboisopropoxyamino-4-nitrobenzoic acid), [H][H] (hydrogen). The reagents and catalysts are [C].[Pd] (palladium-carbon). Run in C(C)O (ethyl alcohol). Yields the product NC1=CC(=C(C(=O)O)C=C1)NC(=O)OC(C)C (4-amino-2-carboisopropoxyaminobenzoic acid). Reaction SMILES: [C:1]([NH:7][C:8]1[CH:16]=[C:15]([N+:17]([O-])=O)[CH:14]=[CH:13][C:9]=1[C:10]([OH:12])=[O:11])([O:3][CH:4]([CH3:6])[CH3:5])=[O:2].[H][H]>C(O)C.[C].[Pd]>[NH2:17][C:15]1[CH:14]=[CH:13][C:9]([C:10]([OH:12])=[O:11])=[C:8]([NH:7][C:1]([O:3][CH:4]([CH3:6])[CH3:5])=[O:2])[CH:16]=1 |f:3.4|. Procedure details: A solution was prepared by dissolving 13.08 g of 2-carboisopropoxyamino-4-nitrobenzoic acid in 200 ml of ethyl alcohol and was mixed with 3 g of a 10% palladium-carbon catalyst. The resultant reaction mixture was stirred at room temperature in a hydrogen gas atmosphere for 2 hours. Then, the reaction mixture was filtered through a Celite filter and the catalyst on the Celite filter was washed with ethyl alcohol. The entire amount of the filtrate was collected, concentrated and dried under a redu... The reactants are COc1cccc(OC)c1C(=O)Cl, CCN1C(=O)C(C)(C)c2cc3[nH]c(-c4n[nH]cc4N)nc3cc21. Yields the product CCN1C(=O)C(C)(C)c2cc3[nH]c(-c4n[nH]cc4NC(=O)c4c(OC)cccc4OC)nc3cc21. As a reaction SMILES: [CH3:24][O:25][c:26]1[c:27]([C:28](=[O:29])[Cl:30])[c:31]([O:35][CH3:36])[cH:32][cH:33][cH:34]1.[NH2:1][c:2]1[c:3](-[c:7]2[n:8][c:9]3[c:10]([cH:11][c:12]4[c:16]([cH:17]3)[N:15]([CH2:18][CH3:19])[C:14](=[O:20])[C:13]4([CH3:21])[CH3:22])[nH:23]2)[n:4][nH:5][cH:6]1>>[NH:1]([c:2]1[c:3](-[c:7]2[n:8][c:9]3[c:10]([cH:11][c:12]4[c:16]([cH:17]3)[N:15]([CH2:18][CH3:19])[C:14](=[O:20])[C:13]4([CH3:21])[CH3:22])[nH:23]2)[n:4][nH:5][cH:6]1)[C:28]([c:27]1[c:26]([O:25][CH3:24])[cH:34][cH:33][cH:32][c:31]1[O:35][CH3:36])=[O:29].